Dataset: the Open Reaction Database (ORD), a public repository of structured organic reaction records. Task: describe an organic reaction: reactants, conditions, products, and yield Reactants: IC1=CC=C(C=C1)C(CCO)C (3-(p-iodophenyl) butanol), Br (hydrobromic acid), NC(=S)N (thiourea). Run in O (water). Yields the product IC1=CC=C(C=C1)C(CCS)C (3-(p-Iodophenyl) butane thiol). Isolated yield 41.0%. Reaction SMILES: [I:1][C:2]1[CH:7]=[CH:6][C:5]([CH:8]([CH3:12])[CH2:9][CH2:10]O)=[CH:4][CH:3]=1.Br.NC(N)=[S:16]>O>[I:1][C:2]1[CH:7]=[CH:6][C:5]([CH:8]([CH3:12])[CH2:9][CH2:10][SH:16])=[CH:4][CH:3]=1. Procedure: 70 g of 3-(p-iodophenyl) butanol was combined in solution with 138 g of hydrobromic acid (48%) and 20 g thiourea in 100 ml of water and the thiol product vacuum distilled at 126° and 0.18 mm Hg. A 41% yield of 3-(p-Iodophenyl) butane thiol was confirmed having a refractive index of n25D = 1.6071 and nmr, ir and gc readings commensurate with the structure of the desired product. The reactants are N(=[N+]=[N-])C1=CC=C(C(=O)Cl)C=C1 (4-Azidobenzoyl chloride), C(C)OC(CSC1=NC=C(C(=N1)NCCN)C(NC1=CC=C(C=C1)F)=O)=O ([4-(2-aminoethylamino)-5-(4-fluorophenylcarbamoyl)pyrimidin-2-ylsulfanyl]acetic acid ethyl ester), CCN(C(C)C)C(C)C (DIPEA). Solvent: CN(C)C=O (DMF). Run at time 8 hour. Yields the product C(C)OC(CSC1=NC=C(C(=N1)NCCNC(C1=CC=C(C=C1)N=[N+]=[N-])=O)C(NC1=CC=C(C=C1)F)=O)=O ([4-[2-(4-Azidobenzoylamino)ethylamino]-5-(4-fluorophenylcarbamoyl)pyrimidin-2-ylsulfanyl]acetic acid ethyl ester). Yield: 15.6%. RXN SMILES: [N:1]([C:4]1[CH:12]=[CH:11][C:7]([C:8](Cl)=[O:9])=[CH:6][CH:5]=1)=[N+:2]=[N-:3].[CH2:13]([O:15][C:16](=[O:39])[CH2:17][S:18][C:19]1[N:24]=[C:23]([NH:25][CH2:26][CH2:27][NH2:28])[C:22]([C:29](=[O:38])[NH:30][C:31]2[CH:36]=[CH:35][C:34]([F:37])=[CH:33][CH:32]=2)=[CH:21][N:20]=1)[CH3:14].CCN(C(C)C)C(C)C>CN(C=O)C>[CH2:13]([O:15][C:16](=[O:39])[CH2:17][S:18][C:19]1[N:24]=[C:23]([NH:25][CH2:26][CH2:27][NH:28][C:8](=[O:9])[C:7]2[CH:11]=[CH:12][C:4]([N:1]=[N+:2]=[N-:3])=[CH:5][CH:6]=2)[C:22]([C:29](=[O:38])[NH:30][C:31]2[CH:32]=[CH:33][C:34]([F:37])=[CH:35][CH:36]=2)=[CH:21][N:20]=1)[CH3:14]. Procedure: 4-Azidobenzoyl chloride (67 mg, 0.37 mmol) was added to a solution of [4-(2-aminoethylamino)-5-(4-fluorophenylcarbamoyl)pyrimidin-2-ylsulfanyl]acetic acid ethyl ester (145 mg, 0.37 mmol) in DMF (2.0 mL). DIPEA (100 μL, 0.55 mmol, 1.5 eq) was then added to the reaction mixture and the acylation was allowed to proceed overnight at ambient temperature. The reaction mixture was concentrated by rotary evaporation and purified using flash chromatography (4 g silica gel, 10 mL/min flow rate) to yield t... Reaction SMILES: [N+:1]([O-])([O-])=O.[Na+].[C:6]([C:12]1[CH:17]=[CH:16][CH:15]=[CH:14][C:13]=1[NH2:18])#[C:7][CH2:8][CH2:9][CH2:10][CH3:11].[OH2:19]>Cl>[CH2:8]([C:7]1[N:1]=[N:18][C:13]2[C:12]([C:6]=1[OH:19])=[CH:17][CH:16]=[CH:15][CH:14]=2)[CH2:9][CH2:10][CH3:11] |f:0.1|. Starting materials: [N+](=O)([O-])[O-].[Na+] (sodium nitrate), C(#CCCCC)C1=C(C=CC=C1)N (2-(1-hexynyl) benzeneamine), O (water), O (water), ice. Yields the product C(CCC)C=1N=NC2=CC=CC=C2C1O (3-butyl-4-hydroxy cinnoline). Reaction conditions: temperature 0 celsius, time 90 minute. Procedure details: A solution of 2 g of sodium nitrate in 60 ml of water was added at 0° C. to a suspension at 0° C. of 3.2 g of the product of Step A in 100 ml of concentrated hydrochloric acid. The mixture was stirred for 90 minutes at 0° C., then for one hour at 100° C. The reaction medium was poured into 100 ml of ice-cooled water, followed by separating and washing with ice-cooled water. The moist product was taken up in 100 ml of water and alkalized with concentrated ammonium hydroxide. After separating, the... The solvent is Cl (hydrochloric acid). As a reaction SMILES: [Br-:1].[C:15]([CH3:16])([CH3:17])([CH3:18])[c:19]1[n:20][c:21](-[c:24]2[o:25][c:26]3[c:27]([cH:28]2)[cH:29][c:30]([CH2:33][n:34]2[cH:35][c:36]([C:45]#[N:46])[c:37]4[cH:38][c:39]([CH2:43][I:44])[cH:40][cH:41][c:42]24)[cH:31][cH:32]3)[s:22][cH:23]1.[C:4]([CH2:5][C:6](=[O:7])[O:8][CH2:9][CH3:10])(=[O:11])[O:12][CH2:13][CH3:14].[CH3:2][Mg+:3].[O:47]1[CH2:48][CH2:49][CH2:50][CH2:51]1>>[C:4]([CH:5]([C:6](=[O:7])[O:8][CH2:9][CH3:10])[CH2:43][c:39]1[cH:38][c:37]2[c:36]([C:45]#[N:46])[cH:35][n:34]([CH2:33][c:30]3[cH:29][c:27]4[c:26]([o:25][c:24](-[c:21]5[n:20][c:19]([C:15]([CH3:16])([CH3:17])[CH3:18])[cH:23][s:22]5)[cH:28]4)[cH:32][cH:31]3)[c:42]2[cH:41][cH:40]1)(=[O:11])[O:12][CH2:13][CH3:14]. Starting materials: [Br-], CC(C)(C)c1csc(-c2cc3cc(Cn4cc(C#N)c5cc(CI)ccc54)ccc3o2)n1, CCOC(=O)CC(=O)OCC, C[Mg+], C1CCOC1. The product is CCOC(=O)C(Cc1ccc2c(c1)c(C#N)cn2Cc1ccc2oc(-c3nc(C(C)(C)C)cs3)cc2c1)C(=O)OCC. The reactants are C(C)(C)(C)OC(=O)N1CCC(CC1)COC[C@@H](C1=CC=CC=C1)N (4-[(R)-2-amino-2-phenylethoxy-methyl]piperidine-1-carboxylic acid tert-butyl ester), ClC1=CNC2=CC(=CC=C12)C(=O)O (3-chloroindole-6-carboxylic acid). Product: C(C)(C)(C)OC(=O)N1CCC(CC1)COC[C@@H](C1=CC=CC=C1)NC(=O)C1=CC=C2C(=CNC2=C1)Cl (4-{(R)-2-[(3-Chloro-1H-indole-6-carbonyl)amino]-2-phenyl-ethoxymethyl}piperidine-1-carboxylic acid tert-butyl ester), crude residue. As a reaction SMILES: [C:1]([O:5][C:6]([N:8]1[CH2:13][CH2:12][CH:11]([CH2:14][O:15][CH2:16][C@H:17]([NH2:24])[C:18]2[CH:23]=[CH:22][CH:21]=[CH:20][CH:19]=2)[CH2:10][CH2:9]1)=[O:7])([CH3:4])([CH3:3])[CH3:2].[Cl:25][C:26]1[C:34]2[C:29](=[CH:30][C:31]([C:35](O)=[O:36])=[CH:32][CH:33]=2)[NH:28][CH:27]=1>>[C:1]([O:5][C:6]([N:8]1[CH2:13][CH2:12][CH:11]([CH2:14][O:15][CH2:16][C@H:17]([NH:24][C:35]([C:31]2[CH:30]=[C:29]3[C:34]([C:26]([Cl:25])=[CH:27][NH:28]3)=[CH:33][CH:32]=2)=[O:36])[C:18]2[CH:23]=[CH:22][CH:21]=[CH:20][CH:19]=2)[CH2:10][CH2:9]1)=[O:7])([CH3:4])([CH3:2])[CH3:3]. Procedure: Using coupling method A, 4-[(R)-2-amino-2-phenylethoxy-methyl]piperidine-1-carboxylic acid tert-butyl ester (3 g, 9.0 mmol) and 3-chloroindole-6-carboxylic acid (1.7 g, 9.0 mmol) afforded the title compound as a crude residue, which was used without further purification.